From a dataset of the Open Reaction Database (ORD), a public repository of structured organic reaction records. describe an organic reaction: reactants, conditions, products, and yield Reactants: Cc1ccc(S(=O)(=O)c2ccc(CC(O)=S)cc2)cc1, CS(C)=O. The product is CCc1ccc(S(=O)(=O)c2ccc(CC(O)=S)cc2)cc1. Reaction SMILES: [CH3:1][c:2]1[cH:3][cH:4][c:5]([S:8](=[O:9])(=[O:10])[c:11]2[cH:12][cH:13][c:14]([CH2:17][C:18](=[S:19])[OH:20])[cH:15][cH:16]2)[cH:6][cH:7]1.[CH3:21][S:22]([CH3:23])=[O:24]>>[CH2:1]([c:2]1[cH:3][cH:4][c:5]([S:8](=[O:9])(=[O:10])[c:11]2[cH:12][cH:13][c:14]([CH2:17][C:18](=[S:19])[OH:20])[cH:15][cH:16]2)[cH:6][cH:7]1)[CH3:21].